This data is from the Open Reaction Database (ORD), a public repository of structured organic reaction records. The task is: describe an organic reaction: reactants, conditions, products, and yield The reactants are BrCCC1CCN(CC1)C(=O)OCC1=CC=CC=C1 (Phenylmethyl 4-(2-bromoethyl)-1-piperidinecarboxylate), FC(C(=O)O)(F)F.C[C@@H](CCC)OC=1NC(=C2N=C(N=C2N1)OC)N (2-{[(1S)-1-methylbutyl]oxy}-8-(methyloxy)-1H-purin-6-amine trifluoroacetate), C([O-])([O-])=O.[K+].[K+] (potassium carbonate), BrCCC1CCN(CC1)C(=O)OCC1=CC=CC=C1 (phenylmethyl 4-(2-bromoethyl)-1-piperidinecarboxylate). Run in C(Cl)Cl (DCM), O (water), CN(C)C=O (DMF). Conditions: temperature 60 celsius. The product is C(CCC)OC1=NC(=C2N=C(N(C2=N1)CCC1CCN(CC1)C(C)C)OC)N (2-(Butyloxy)-9-{2-[1-(1-methylethyl)-4-piperidinyl]ethyl}-8-(methyloxy)-9H-purin-6-amine). Yield: 42.7%. RXN SMILES: F[C:2](F)(F)[C:3](O)=O.C[C@H:9]([O:13][C:14]1[NH:15][C:16]([NH2:25])=[C:17]2[C:21]([N:22]=1)=[N:20][C:19]([O:23][CH3:24])=[N:18]2)[CH2:10][CH2:11][CH3:12].[C:26](=O)([O-])[O-].[K+].[K+].Br[CH2:33][CH2:34][CH:35]1[CH2:40][CH2:39][N:38](C(OCC2C=CC=CC=2)=O)[CH2:37][CH2:36]1>CN(C=O)C.C(Cl)Cl.O>[CH2:9]([O:13][C:14]1[N:22]=[C:21]2[C:17]([N:18]=[C:19]([O:23][CH3:24])[N:20]2[CH2:33][CH2:34][CH:35]2[CH2:40][CH2:39][N:38]([CH:3]([CH3:2])[CH3:26])[CH2:37][CH2:36]2)=[C:16]([NH2:25])[N:15]=1)[CH2:10][CH2:11][CH3:12] |f:0.1,2.3.4|. Reported procedure: 2-{[(1S)-1-methylbutyl]oxy}-8-(methyloxy)-1H-purin-6-amine trifluoroacetate (250 mg, 0.684 mmol) and potassium carbonate (236 mg, 1.711 mmol) were dissolved in DMF (4 ml) and heated at 60° C. for 1 hour. The reaction mixture was cooled to room temperature and phenylmethyl 4-(2-bromoethyl)-1-piperidinecarboxylate (223 mg, 0.684 mmol) added. The reaction was then heated to 50° C. for a further 18 hours. Phenylmethyl 4-(2-bromoethyl)-1-piperidinecarboxylate (45 mg, 0.147 mmol) was added and the rea... Starting materials: FC(C1=CC=C(OC2CNC2)C=C1)(F)F (3-[4-(trifluoromethyl)phenoxy]azetidine), C(CCC)N=C=O (n-butyl isocyanate). Solvent: C(C)(C)OC(C)C (isopropyl ether). Run at time 30 minute. Product: C(CCC)NC(=O)N1CC(C1)OC1=CC=C(C=C1)C(F)(F)F (N-Butyl-3-[4-(trifluoromethyl)phenoxy]-1-azetidinecarboxamide). Yield: 40.6%. As a reaction SMILES: [F:1][C:2]([F:15])([F:14])[C:3]1[CH:13]=[CH:12][C:6]([O:7][CH:8]2[CH2:11][NH:10][CH2:9]2)=[CH:5][CH:4]=1.[CH2:16]([N:20]=[C:21]=[O:22])[CH2:17][CH2:18][CH3:19]>C(OC(C)C)(C)C>[CH2:16]([NH:20][C:21]([N:10]1[CH2:9][CH:8]([O:7][C:6]2[CH:5]=[CH:4][C:3]([C:2]([F:1])([F:14])[F:15])=[CH:13][CH:12]=2)[CH2:11]1)=[O:22])[CH2:17][CH2:18][CH3:19]. Procedure details: A solution of 6.5 g (0.03 mole) of crude 3-[4-(trifluoromethyl)phenoxy]azetidine in 50 ml of isopropyl ether was stirred under a blanket of nitrogen while 4 g (0.04 mole) of n-butyl isocyanate was added dropwise. The reaction was slightly exothermic and after 30 min, a solid separated. The solid was collected by filtration after 3 hr to give 3.85 g of crystalline product, m.p. 135°-136° C. After 24 hr, a second batch of crystals was obtained; 1.5 g; m.p. 132°-134° C. The two fractions were combi... Reactants: FC(C1=NN=C(S1)N1C(N(CCC1O)C)=O)(F)F (Tetrahydro-1-(5-trifluoromethyl-1,3,4-thiadiazol-2-yl)-3-methyl-6-hydroxy-2(1H)-pyrimidinone), CN(C(=O)Cl)C (N,N-dimethylcarbamoyl chloride), N1=CC=CC=C1 (pyridine). Solvent: C1(=CC=CC=C1)C (toluene). Conditions: time 3 hour. Yields the product FC(C1=NN=C(S1)N1C(N(CCC1OC(N(C)C)=O)C)=O)(F)F (Tetrahydro-1-(5-trifluoromethyl-1,3,4-thiadiazol-2-yl)-3-methyl-6-(N,N-dimethylcarbamoyloxy)-2(1H)-pyrimidinone), N,N-dimethylcarbamoyloxy-2(1H)-pyrimidinone. Reaction SMILES: [F:1][C:2]([F:18])([F:17])[C:3]1[S:7][C:6]([N:8]2[CH:13]([OH:14])[CH2:12][CH2:11][N:10]([CH3:15])[C:9]2=[O:16])=[N:5][N:4]=1.[CH3:19][N:20]([CH3:24])[C:21](Cl)=[O:22].N1C=CC=CC=1>C1(C)C=CC=CC=1>[F:18][C:2]([F:1])([F:17])[C:3]1[S:7][C:6]([N:8]2[CH:13]([O:14][C:21](=[O:22])[N:20]([CH3:24])[CH3:19])[CH2:12][CH2:11][N:10]([CH3:15])[C:9]2=[O:16])=[N:5][N:4]=1. Procedure: Tetrahydro-1-(5-trifluoromethyl-1,3,4-thiadiazol-2-yl)-3-methyl-6-hydroxy-2(1H)-pyrimidinone (0.05 mole), N,N-dimethylcarbamoyl chloride (0.06 mole), pyridine (0.06 mole) and toluene (150 ml) are charged into a glass reaction vessel equipped with a mechanical stirrer, thermometer and reflux condenser. The reaction mixture is heated at reflux with stirring for a period of about 3 hours. After this time the reaction mixture is cooled to room temperature and is filtered to remove pyridine hydrochlo... The reactants are N#Cc1cccc(O)c1, O=C([O-])[O-], CN(C)C=O, [K+], [K+], O=[N+]([O-])c1cccc(CCl)c1, O. Yields the product N#Cc1cccc(OCc2cccc([N+](=O)[O-])c2)c1. Reaction SMILES: [C:12](#[N:13])[c:14]1[cH:15][c:16]([OH:20])[cH:17][cH:18][cH:19]1.[C:21](=[O:22])([O-:23])[O-:24].[CH3:28][N:29]([CH3:30])[CH:31]=[O:32].[K+:25].[K+:26].[N+:1](=[O:2])([O-:3])[c:4]1[cH:5][c:6]([CH2:7][Cl:8])[cH:9][cH:10][cH:11]1.[OH2:27]>>[N+:1](=[O:2])([O-:3])[c:4]1[cH:5][c:6]([CH2:7][O:20][c:16]2[cH:15][c:14]([C:12]#[N:13])[cH:19][cH:18][cH:17]2)[cH:9][cH:10][cH:11]1. Starting materials: COC([C@@H](NC(C1=C(C=C(C=C1)CN(C)CCC1CCCCC1)C1=C(C=CC=C1)C)=O)CCC(N)=O)=S (N-[4-(N-(2-cyclohexylethyl)-N-methylaminomethyl)-2-(2-methylphenyl)benzoyl]thioglutamine methyl ester), [Li+].[OH-] (LiOH). Product: [Li+].C1(CCCCC1)CCN(C)CC1=CC(=C(C(=O)N[C@@H](CCC(N)=O)C(=S)[O-])C=C1)C1=C(C=CC=C1)C (N-[4-(N-(2-cyclohexylethyl)-N-methylaminomethyl)-2-(2-methylphenyl)benzoyl]thioglutamine Lithium Salt). Reaction SMILES: C[O:2][C:3](=[S:37])[C@H:4]([CH2:32][CH2:33][C:34](=[O:36])[NH2:35])[NH:5][C:6](=[O:31])[C:7]1[CH:12]=[CH:11][C:10]([CH2:13][N:14]([CH2:16][CH2:17][CH:18]2[CH2:23][CH2:22][CH2:21][CH2:20][CH2:19]2)[CH3:15])=[CH:9][C:8]=1[C:24]1[CH:29]=[CH:28][CH:27]=[CH:26][C:25]=1[CH3:30].[Li+:38].[OH-]>>[Li+:38].[CH:18]1([CH2:17][CH2:16][N:14]([CH2:13][C:10]2[CH:11]=[CH:12][C:7]([C:6]([NH:5][C@H:4]([C:3]([O-:2])=[S:37])[CH2:32][CH2:33][C:34](=[O:36])[NH2:35])=[O:31])=[C:8]([C:24]3[CH:29]=[CH:28][CH:27]=[CH:26][C:25]=3[CH3:30])[CH:9]=2)[CH3:15])[CH2:19][CH2:20][CH2:21][CH2:22][CH2:23]1 |f:1.2,3.4|. Procedure: N-[4-(N-(2-cyclohexylethyl)-N-methylaminomethyl)-2-(2-methylphenyl)benzoyl]thioglutamine methyl ester (12 mg, 22.9 μmol) was saponified using the standard LiOH procedure, evaporated, and lyophilized from water to provide 9.8 mg of the title compound. MS m/e 514 (M−H)−. Reactants: C(=O)(C(F)(F)F)O (TFA), ClC1=CC=C(C(=C1NNC(=O)OC(C)(C)C)F)CNC(C(C)(C)C)=O (tert-butyl 2-(6-chloro-2-fluoro-3-(pivalamidomethyl)phenyl)hydrazinecarboxylate), ClC1=C(C(=O)N=C=O)C(=CC=C1)F (2-chloro-6-fluorobenzoyl isocyanate). The solvent is C(Cl)Cl (DCM). Product: ClC1=C(C(=C(CNC(C(C)(C)C)=O)C=C1)F)N1N=C(NC1=O)C1=C(C=CC=C1F)Cl (N-(4-Chloro-3-(3-(2-chloro-6-fluorophenyl)-5-oxo-4,5-dihydro-1H-1,2,4-triazol-1-yl)-2-fluorobenzyl)pivalamide), pure product. Reaction SMILES: [Cl:1][C:2]1[C:7]([NH:8][NH:9]C(OC(C)(C)C)=O)=[C:6]([F:17])[C:5]([CH2:18][NH:19][C:20](=[O:25])[C:21]([CH3:24])([CH3:23])[CH3:22])=[CH:4][CH:3]=1.[Cl:26][C:27]1[CH:37]=[CH:36][CH:35]=[C:34]([F:38])[C:28]=1[C:29]([N:31]=[C:32]=[O:33])=O.C(O)(C(F)(F)F)=O>C(Cl)Cl>[Cl:1][C:2]1[CH:3]=[CH:4][C:5]([CH2:18][NH:19][C:20](=[O:25])[C:21]([CH3:24])([CH3:22])[CH3:23])=[C:6]([F:17])[C:7]=1[N:8]1[C:32](=[O:33])[NH:31][C:29]([C:28]2[C:34]([F:38])=[CH:35][CH:36]=[CH:37][C:27]=2[Cl:26])=[N:9]1. Procedure: The title compound was prepared by following the procedure as described for Example-83 by using tert-butyl 2-(6-chloro-2-fluoro-3-(pivalamidomethyl)phenyl)hydrazinecarboxylate (Intermediate-57, 0.050 g, 0.13 mmol), 2-chloro-6-fluorobenzoyl isocyanate (Intermediate-8, 0.060 g, 0.26 mmol), DCM (10 mL) and TFA (3 mL) to afford 0.025 g of pure product. 1H NMR (400 MHz, CDCl3): δ 1.19 (s, 9H), 4.48 (m, 2H), 6.09 (m, 1H), 7.15 (t, J=8.4 Hz, 1H), 7.32 (t, J=8.2 Hz, 2H), 7.40-7.45 (m, 2H), 10.66 (br s, ... The reactants are N1N=CC(=C1)C1=C2C(=NC=C1)N(C=C2)COCC[Si](C)(C)C (4-(1H-pyrazol-4-yl)-1-[2-(trimethylsilyl)ethoxy]methyl-1H-pyrrolo[2,3-b]pyridine), C([O-])([O-])=O.[Cs+].[Cs+] (cesium carbonate), CN(C)C=O (DMF), FC=1C=C(C#N)C=CC1C (3-fluoro-4-methylbenzonitrile). Run at temperature 120 celsius. The product is CC1=C(C=C(C#N)C=C1)N1N=CC(=C1)C1=C2C(=NC=C1)N(C=C2)COCC[Si](C)(C)C (4-methyl-3-[4-(1-[2-(trimethylsilyl)ethoxy]methyl-1H-pyrrolo[2,3-b]pyridin-4-yl)-1H-pyrazol-1-yl]benzonitrile), crude product. As a reaction SMILES: [NH:1]1[CH:5]=[C:4]([C:6]2[CH:11]=[CH:10][N:9]=[C:8]3[N:12]([CH2:15][O:16][CH2:17][CH2:18][Si:19]([CH3:22])([CH3:21])[CH3:20])[CH:13]=[CH:14][C:7]=23)[CH:3]=[N:2]1.C(=O)([O-])[O-].[Cs+].[Cs+].CN(C=O)C.F[C:35]1[CH:36]=[C:37]([CH:40]=[CH:41][C:42]=1[CH3:43])[C:38]#[N:39]>>[CH3:43][C:42]1[CH:41]=[CH:40][C:37]([C:38]#[N:39])=[CH:36][C:35]=1[N:1]1[CH:5]=[C:4]([C:6]2[CH:11]=[CH:10][N:9]=[C:8]3[N:12]([CH2:15][O:16][CH2:17][CH2:18][Si:19]([CH3:22])([CH3:21])[CH3:20])[CH:13]=[CH:14][C:7]=23)[CH:3]=[N:2]1 |f:1.2.3|. Procedure: To a mixture of 4-(1H-pyrazol-4-yl)-1-[2-(trimethylsilyl)ethoxy]methyl-1H-pyrrolo[2,3-b]-pyridine (0.050 g, 0.00016 mol) (see, Example 231, Step 1) and cesium carbonate (0.10 g, 0.00032 mol) in dry DMF (1.0 mL, 0.013 mol) was added 3-fluoro-4-methylbenzonitrile (0.043 g, 0.00032 mol). The reaction mixture was heated in sealed tube to 120° C. for 5.5 hours. The reaction was allowed to cool and partitioned between ethyl acetate and water. The organic layer was washed with water, brine, dried over ... Starting materials: ClC1=C(C=C2CC(C(C2=C1Cl)=O)C(C)C)OCC(=O)OC (Methyl [(6,7-dichloro-2-isopropyl-1-oxo-2,3-dihydro-1H-inden-5-yl)oxy]acetate), C(=C)C(=O)C (methyl vinyl ketone), C(=C)C(=O)C (methyl vinyl ketone). Run in O1CCCC1 (tetrahydrofuran). Yields the product ClC1=C(C=C2CC(C(C2=C1Cl)=O)(CCC(C)=O)C(C)C)OCC(=O)OC (Methyl {[6,7-dichloro-2-isopropyl-1-oxo-2-(3-oxobutyl)-2,3-dihydro-1H-inden-5-yl]oxy}acetate). RXN SMILES: [Cl:1][C:2]1[C:10]([Cl:11])=[C:9]2[C:5]([CH2:6][CH:7]([CH:13]([CH3:15])[CH3:14])[C:8]2=[O:12])=[CH:4][C:3]=1[O:16][CH2:17][C:18]([O:20][CH3:21])=[O:19].[CH:22]([C:24]([CH3:26])=[O:25])=[CH2:23]>O1CCCC1>[Cl:1][C:2]1[C:10]([Cl:11])=[C:9]2[C:5]([CH2:6][C:7]([CH:13]([CH3:14])[CH3:15])([CH2:23][CH2:22][C:24](=[O:25])[CH3:26])[C:8]2=[O:12])=[CH:4][C:3]=1[O:16][CH2:17][C:18]([O:20][CH3:21])=[O:19]. Procedure: Methyl [(6,7-dichloro-2-isopropyl-1-oxo-2,3-dihydro-1H-inden-5-yl)oxy]acetate (16.5 gm., 0.05 mole) is suspended in dry tetrahydrofuran (100 ml.) containing triton-B (1 ml.). The suspension is stirred at ambient temperature and methyl vinyl ketone (5.02 gm., 0.072 mole) is added. The solution which becomes warm initially, is stirred at ambient temperature for 4 hours. Then, the stirring solution is treated with methyl vinyl ketone (0.3 ml.) and triton-B (0.6 ml.) every 4 hours for the next twent... Reactants: C=C1CC(N(CC1)C(=O)OC(C)(C)C)C1=CC=CC=C1 (tert-butyl 4-methylene-2-phenylpiperidine-1-carboxylate), B.O1CCCC1 (borane tetrahydrofuran), OO (hydrogen peroxide), [OH-].[Na+] (sodium hydroxide). Solvent: O1CCCC1 (tetrahydrofuran), O (water). Conditions: temperature 0 celsius, time 1 hour. The product is OCC1CC(N(CC1)C(=O)OC(C)(C)C)C1=CC=CC=C1 (tert-butyl 4-(hydroxymethyl)-2-phenylpiperidine-1-carboxylate). The yield is 79.4%. Reaction SMILES: [CH2:1]=[C:2]1[CH2:7][CH2:6][N:5]([C:8]([O:10][C:11]([CH3:14])([CH3:13])[CH3:12])=[O:9])[CH:4]([C:15]2[CH:20]=[CH:19][CH:18]=[CH:17][CH:16]=2)[CH2:3]1.B.[O:22]1CCCC1.[OH-].[Na+].OO>O1CCCC1.O>[OH:22][CH2:1][CH:2]1[CH2:7][CH2:6][N:5]([C:8]([O:10][C:11]([CH3:14])([CH3:12])[CH3:13])=[O:9])[CH:4]([C:15]2[CH:20]=[CH:19][CH:18]=[CH:17][CH:16]=2)[CH2:3]1 |f:1.2,3.4|. Procedure: To solution of tert-butyl 4-methylene-2-phenylpiperidine-1-carboxylate (2.20 g, 8.04 mmol) in tetrahydrofuran (50 mL) at 0° C. was added borane-tetrahydrofuran complex (1M solution in tetrahydrofuran) (12.1 mL, 12.1 mmol) and the reaction mixture was stirred at 0° C. for 1 hour. The reaction mixture was allowed to warm to room temperature then stirred for an additional 2 hours. It was cooled to 0° C. and 2M aqueous sodium hydroxide (8.0 mL, 16.0 mmol) was added slowly followed by the slow additi...